Dataset: the Open Reaction Database (ORD), a public repository of structured organic reaction records. Task: describe an organic reaction: reactants, conditions, products, and yield Reactants: C[C@@H]1NCCC1 (2-(S)-methylpyrrolidine), BrC1=CC2=C(N=C(S2)C2CC(C2)=O)C=C1 (3-(6-Bromo-benzothiazol-2-yl)-cyclobutanone), N1=CC=CC=C1.B (Borane-pyridine). Reaction conditions: time 30 minute. Solvent: C(C)O (ethanol), ClCCl (dichloromethane). The product is BrC1=CC2=C(N=C(S2)[C@@H]2C[C@@H](C2)N2[C@H](CCC2)C)C=C1 (Cis-6-bromo-2-{3-[(2S)-2-methylpyrrolidin-1-yl]cyclobutyl}-1,3-benzothiazole). RXN SMILES: [Br:1][C:2]1[CH:15]=[CH:14][C:5]2[N:6]=[C:7]([CH:9]3[CH2:12][C:11](=O)[CH2:10]3)[S:8][C:4]=2[CH:3]=1.[CH3:16][C@H:17]1[CH2:21][CH2:20][CH2:19][NH:18]1.N1C=CC=CC=1.B>ClCCl.C(O)C>[Br:1][C:2]1[CH:15]=[CH:14][C:5]2[N:6]=[C:7]([C@H:9]3[CH2:12][C@@H:11]([N:18]4[CH2:19][CH2:20][CH2:21][C@@H:17]4[CH3:16])[CH2:10]3)[S:8][C:4]=2[CH:3]=1 |f:2.3|. Procedure: The product of Example 1C (500 mg, 1.77 mmole) was dissolved in 6 ml dichloromethane and 4 ml ethanol. 2-(S)-methylpyrrolidine (1.04 g, 4.43 mmole, toluene extract from 50% sodium hydroxide) was then added and the solution was stirred at room temperature for 30 minutes. Borane-pyridine (358 μl, 3.54 mmole) was added, and the mixture was stirred at room temperature overnight. The reaction was quenched with saturated sodium bicarbonate and extracted three times with dichloromethane. The combined o... Isolated yield 15.8%. Starting materials: OC(c1ccc(Cl)cc1Cl)C(Oc1ccc(Cl)cc1)n1cncn1, ClCc1ccc(Cl)cc1Cl, [H-], [H][H], [Na+], C1COCCO1. Product: O=C(OC(c1ccc(Cl)cc1Cl)C(Oc1ccc(Cl)cc1)n1cncn1)c1ccc(Cl)cc1Cl. As a reaction SMILES: [Cl:1][c:2]1[cH:3][cH:4][c:5]([O:6][CH:7]([CH:8]([OH:9])[c:10]2[c:11]([Cl:17])[cH:12][c:13]([Cl:16])[cH:14][cH:15]2)[n:18]2[n:19][cH:20][n:21][cH:22]2)[cH:23][cH:24]1.[Cl:29][c:30]1[c:31]([CH2:32][Cl:33])[cH:34][cH:35][c:36]([Cl:38])[cH:37]1.[H-:25].[H:27][H:28].[Na+:26].[O:39]1[CH2:40][CH2:41][O:42][CH2:43][CH2:44]1>>[Cl:1][c:2]1[cH:3][cH:4][c:5]([O:6][CH:7]([CH:8]([O:9][C:32]([c:31]2[c:30]([Cl:29])[cH:37][c:36]([Cl:38])[cH:35][cH:34]2)=[O:39])[c:10]2[c:11]([Cl:17])[cH:12][c:13]([Cl:16])[cH:14][cH:15]2)[n:18]2[n:19][cH:20][n:21][cH:22]2)[cH:23][cH:24]1. Reactants: NCC1CN(Cc2ccc(Cl)c(Cl)c2)CCO1, O=C(O)Cc1c(F)cccc1F. Product: O=C(Cc1c(F)cccc1F)NCC1CN(Cc2ccc(Cl)c(Cl)c2)CCO1. Reaction SMILES: [Cl:1][c:2]1[cH:3][c:4]([CH2:5][N:6]2[CH2:7][CH:8]([CH2:12][NH2:13])[O:9][CH2:10][CH2:11]2)[cH:14][cH:15][c:16]1[Cl:17].[F:18][c:19]1[c:20]([CH2:26][C:27](=[O:28])[OH:29])[c:21]([F:25])[cH:22][cH:23][cH:24]1>>[Cl:1][c:2]1[cH:3][c:4]([CH2:5][N:6]2[CH2:7][CH:8]([CH2:12][NH:13][C:27]([CH2:26][c:20]3[c:19]([F:18])[cH:24][cH:23][cH:22][c:21]3[F:25])=[O:28])[O:9][CH2:10][CH2:11]2)[cH:14][cH:15][c:16]1[Cl:17]. Reactants: CSc1cc(C(F)(F)F)ccc1C(=O)c1cnoc1C1CC1, ClCCl, O=C(OO)c1cccc(Cl)c1. Yields the product CS(=O)c1cc(C(F)(F)F)ccc1C(=O)c1cnoc1C1CC1. As a reaction SMILES: [CH:12]1([c:15]2[c:16]([C:20]([c:21]3[c:22]([S:31][CH3:32])[cH:23][c:24]([C:27]([F:28])([F:29])[F:30])[cH:25][cH:26]3)=[O:33])[cH:17][n:18][o:19]2)[CH2:13][CH2:14]1.[Cl:34][CH2:35][Cl:36].[OH:1][O:2][C:3]([c:4]1[cH:5][c:6]([Cl:7])[cH:8][cH:9][cH:10]1)=[O:11]>>[O:1]=[S:31]([c:22]1[c:21]([C:20]([c:16]2[c:15]([CH:12]3[CH2:13][CH2:14]3)[o:19][n:18][cH:17]2)=[O:33])[cH:26][cH:25][c:24]([C:27]([F:28])([F:29])[F:30])[cH:23]1)[CH3:32].